Dataset: the Open Reaction Database (ORD), a public repository of structured organic reaction records. Task: describe an organic reaction: reactants, conditions, products, and yield Starting materials: Cl (HCl), N1(CCC1)C1=CC=C(C=N1)C1(CCC2(OCCO2)CC1)O (8-(6-Azetidin-1-ylpyridin-3-yl)-1,4-dioxaspiro[4.5]decan-8-ol), [OH-].[Na+] (NaOH). Run in C1CCOC1 (THF). Conditions: time 2 hour. Product: N1(CCC1)C1=CC=C(C=N1)C1(CCC(CC1)=O)O (4-(6-Azetidin-1-ylpyridin-3-yl)-4-hydroxycyclohexanone). Reaction SMILES: [N:1]1([C:5]2[N:10]=[CH:9][C:8]([C:11]3([OH:21])[CH2:20][CH2:19][C:14]4(OCC[O:15]4)[CH2:13][CH2:12]3)=[CH:7][CH:6]=2)[CH2:4][CH2:3][CH2:2]1.Cl.[OH-].[Na+]>C1COCC1>[N:1]1([C:5]2[N:10]=[CH:9][C:8]([C:11]3([OH:21])[CH2:12][CH2:13][C:14](=[O:15])[CH2:19][CH2:20]3)=[CH:7][CH:6]=2)[CH2:4][CH2:3][CH2:2]1 |f:2.3|. Procedure details: 8-(6-Azetidin-1-ylpyridin-3-yl)-1,4-dioxaspiro[4.5]decan-8-ol (35 mg) was dissolved in THF (1.2 mL), and then 3 M HCl (0.8 mL) was added at rt. The resulting solution was stirred at rt for 2 h, then basified with 6 N NaOH in ice bath to PH=10. The aqueous layer was extracted with CH2Cl2×3. The combined organic layers were dried, filtered and rotary evaporated to provide 28 mg (97%) of white solid product w/o further purification. MS (M+H+)=247.0.